Task: describe an organic reaction: reactants, conditions, products, and yield. Dataset: the Open Reaction Database (ORD), a public repository of structured organic reaction records The reactants are CCNC(=O)Nc1ccc(-c2nc3c(c(N4CCOCC4C)n2)CNCC3)cc1, CC(C)COC(=O)Cl. Yields the product CCNC(=O)Nc1ccc(-c2nc3c(c(N4CCOCC4C)n2)CN(C(=O)OCC(C)C)CC3)cc1. Reaction SMILES: [CH2:1]([CH3:2])[NH:3][C:4](=[O:5])[NH:6][c:7]1[cH:8][cH:9][c:10](-[c:13]2[n:14][c:15]([N:23]3[CH:24]([CH3:29])[CH2:25][O:26][CH2:27][CH2:28]3)[c:16]3[c:17]([n:18]2)[CH2:19][CH2:20][NH:21][CH2:22]3)[cH:11][cH:12]1.[Cl:30][C:31](=[O:32])[O:33][CH2:34][CH:35]([CH3:36])[CH3:37]>>[CH2:1]([CH3:2])[NH:3][C:4](=[O:5])[NH:6][c:7]1[cH:8][cH:9][c:10](-[c:13]2[n:14][c:15]([N:23]3[CH:24]([CH3:29])[CH2:25][O:26][CH2:27][CH2:28]3)[c:16]3[c:17]([n:18]2)[CH2:19][CH2:20][N:21]([C:31](=[O:32])[O:33][CH2:34][CH:35]([CH3:36])[CH3:37])[CH2:22]3)[cH:11][cH:12]1. Yield: 57.8%. Procedure details: Chlorotrimethylsilane (0.1 ml) was added to a suspension of 0.20 g of 3-(2-cyanophenyl)-5-(2-pyridyl)-2-methoxypyridine and 0.12 g of sodium iodide in 10 ml of acetonitrile and the mixture was stirred at room temperature for 3 hours. A saturated sodium bicarbonate solution was added to the mixture followed by extracting with ethyl acetate. The ethyl acetate layer was washed with water and a saturated saline solution and dried over magnesium sulfate. The solvent was concentrated in vacuo and the ... The solvent is C(C)#N (acetonitrile). Product: C(#N)C1=C(C=CC=C1)C=1C(NC=C(C1)C1=NC=CC=C1)=O (3-(2-Cyanophenyl)-5-(2-pyridyl)-2 (1H)-pyridone). Run at time 3 hour. Reaction SMILES: Cl[Si](C)(C)C.[C:6]([C:8]1[CH:13]=[CH:12][CH:11]=[CH:10][C:9]=1[C:14]1[C:15]([O:26]C)=[N:16][CH:17]=[C:18]([C:20]2[CH:25]=[CH:24][CH:23]=[CH:22][N:21]=2)[CH:19]=1)#[N:7].[I-].[Na+].C(=O)(O)[O-].[Na+]>C(#N)C>[C:6]([C:8]1[CH:13]=[CH:12][CH:11]=[CH:10][C:9]=1[C:14]1[C:15](=[O:26])[NH:16][CH:17]=[C:18]([C:20]2[CH:25]=[CH:24][CH:23]=[CH:22][N:21]=2)[CH:19]=1)#[N:7] |f:2.3,4.5|. Starting materials: C([O-])(O)=O.[Na+] (sodium bicarbonate), Cl[Si](C)(C)C (Chlorotrimethylsilane), C(#N)C1=C(C=CC=C1)C=1C(=NC=C(C1)C1=NC=CC=C1)OC (3-(2-cyanophenyl)-5-(2-pyridyl)-2-methoxypyridine), [I-].[Na+] (sodium iodide). Reactants: [H-].[Na+] (sodium hydride), C1(C=CC(CC1)O)O ((1RS,4RS)-cyclohex-2-ene-1,4-diol), C1CCOC1 (THF), CI (methyl iodide). Reaction conditions: time 48 hour. The product is COC1C=CC(CC1)OC ((3RS,6RS)-3,6-Dimethoxy-cyclohexene). The yield is 91.0%. As a reaction SMILES: [H-].[Na+].[CH:3]1([OH:10])[CH2:8][CH2:7]C(O)C=C1.[CH3:11]I.[CH2:13]1[CH2:17][O:16][CH2:15][CH2:14]1>>[CH3:15][O:16][CH:17]1[CH2:13][CH2:14][CH:3]([O:10][CH3:11])[CH:8]=[CH:7]1 |f:0.1|. Procedure details: Lit., J. Org. Chem., 53:5695 (1988). To 14.3 g (328 mmol) sodium hydride (55% dispersion in oil) was added dropwise at 0° C. with stirring a solution of 10.1 g (88.5 mmol) (1RS,4RS)-cyclohex-2-ene-1,4-diol in 100 ml THF. 34 ml (546 mmol) methyl iodide was then added and stirring continued for an additional 48 h at room temperature. The reaction was quenched with saturated ammonium chloride solution and extracted with ether. The combined organic extracts were washed successively with saturated am... The reactants are [Al], C=CCCCCCCCCC(=O)OCCCC=C, Cc1ccccc1, C1CCC(P(C2CCCCC2)C2CCCCC2)CC1, COC(=O)C(Cl)Cl, Cl[Ru], c1ccccc1. The product is O=C1CCCCCCCCC=CCCCO1. As a reaction SMILES: [Al:20].[C:21]([CH2:22][CH2:23][CH2:24][CH2:25][CH2:26][CH2:27][CH2:28][CH2:29][CH:30]=[CH2:31])(=[O:32])[O:33][CH2:34][CH2:35][CH2:36][CH:37]=[CH2:38].[CH3:54][c:55]1[cH:56][cH:57][cH:58][cH:59][cH:60]1.[CH:1]1([P:2]([CH:3]2[CH2:4][CH2:5][CH2:6][CH2:7][CH2:8]2)[CH:9]2[CH2:10][CH2:11][CH2:12][CH2:13][CH2:14]2)[CH2:15][CH2:16][CH2:17][CH2:18][CH2:19]1.[Cl:39][CH:40]([Cl:41])[C:42]([O:43][CH3:44])=[O:45].[Cl:46][Ru:47].[cH:48]1[cH:49][cH:50][cH:51][cH:52][cH:53]1>>[C:21]1(=[O:32])[CH2:22][CH2:23][CH2:24][CH2:25][CH2:26][CH2:27][CH2:28][CH2:29][CH:38]=[CH:37][CH2:36][CH2:35][CH2:34][O:33]1. Starting materials: C(C)OC(CC1=CC(=C(C=C1)OC)C1=NC2=CC=CC=C2C=C1CNCC)=O ([3-(3-ethylaminomethyl-quinolin-2-yl)-4-methoxy-phenyl]-acetic acid ethyl ester), C1(=C(C(=C(C(=C1F)F)F)N)F)N.Cl.Cl (dihydrochloride), COCC(=O)Cl (methoxyacetyl chloride). The product is C(C)OC(CC1=CC(=C(C=C1)OC)C1=NC2=CC=CC=C2C=C1CN(C(COC)=O)CC)=O ([3-(3-{[Ethyl-(2-methoxy-acetyl)-amino]-methyl}-quinolin-2-yl)-4-methoxy-phenyl]-acetic acid ethyl ester). As a reaction SMILES: [CH2:1]([O:3][C:4](=[O:28])[CH2:5][C:6]1[CH:11]=[CH:10][C:9]([O:12][CH3:13])=[C:8]([C:14]2[C:23]([CH2:24][NH:25][CH2:26][CH3:27])=[CH:22][C:21]3[C:16](=[CH:17][CH:18]=[CH:19][CH:20]=3)[N:15]=2)[CH:7]=1)[CH3:2].C1(N)C(F)=C(F)C(F)=C(N)C=1F.Cl.Cl.[CH3:43][O:44][CH2:45][C:46](Cl)=[O:47]>>[CH2:1]([O:3][C:4](=[O:28])[CH2:5][C:6]1[CH:11]=[CH:10][C:9]([O:12][CH3:13])=[C:8]([C:14]2[C:23]([CH2:24][N:25]([CH2:26][CH3:27])[C:46](=[O:47])[CH2:45][O:44][CH3:43])=[CH:22][C:21]3[C:16](=[CH:17][CH:18]=[CH:19][CH:20]=3)[N:15]=2)[CH:7]=1)[CH3:2] |f:1.2.3|. Procedure details: Prepared according to the procedure described in Example 5, Step 5, using the following starting materials: [3-(3-ethylaminomethyl-quinolin-2-yl)-4-methoxy-phenyl]-acetic acid ethyl ester; dihydrochloride and methoxyacetyl chloride. Reactants: NCC1CCCN1CC1CC1, Cc1c(Cl)nc(Cl)c(=O)n1CC(=O)OCc1ccccc1. Product: Cc1c(Cl)nc(NCC2CCCN2CC2CC2)c(=O)n1CC(=O)OCc1ccccc1. As a reaction SMILES: [CH:22]1([CH2:25][N:26]2[CH:27]([CH2:31][NH2:32])[CH2:28][CH2:29][CH2:30]2)[CH2:23][CH2:24]1.[Cl:1][c:2]1[c:3]([CH3:21])[n:4]([CH2:10][C:11](=[O:12])[O:13][CH2:14][c:15]2[cH:16][cH:17][cH:18][cH:19][cH:20]2)[c:5](=[O:9])[c:6]([Cl:8])[n:7]1>>[Cl:1][c:2]1[c:3]([CH3:21])[n:4]([CH2:10][C:11](=[O:12])[O:13][CH2:14][c:15]2[cH:16][cH:17][cH:18][cH:19][cH:20]2)[c:5](=[O:9])[c:6]([NH:32][CH2:31][CH:27]2[N:26]([CH2:25][CH:22]3[CH2:23][CH2:24]3)[CH2:30][CH2:29][CH2:28]2)[n:7]1. The product is C(C)(C)(C)C1=CC=C(COC2=C(C=CC=C2)/C=C/C(CCC2=CC=C(C(=O)OC)C=C2)CCC2(CC2)CC(=O)OCC)C=C1 (Methyl 4-((4E)-5-{2-[(4-tert-butylbenzyl)oxy]phenyl}-3-{2-[1-(2-ethoxy-2-oxoethyl)cyclopropyl]-ethyl}pent-4-en-1-yl)benzoate). Reported procedure: 134.6 mg (0.59 mmol) of 4-(tert-butyl)benzyl bromide and 163.8 mg (1.18 mmol) of anhydrous potassium carbonate are added to a solution of 178 mg (0.395 mmol) of methyl 4-[(4E)-3-{2-[1-(2-ethoxy-2-oxoethyl)cyclopropyl]ethyl}-5-(2-hydroxyphenyl)pent-4-en-1-yl]benzoate in 5 ml of dry acetonitrile, and the mixture is heated under reflux for 12 hours. The mixture is then concentrated to dryness. The residue is taken up in ethyl acetate, washed with water and saturated sodium chloride solution and dri... RXN SMILES: [C:1]([C:5]1[CH:12]=[CH:11][C:8]([CH2:9]Br)=[CH:7][CH:6]=1)([CH3:4])([CH3:3])[CH3:2].C(=O)([O-])[O-].[K+].[K+].[CH2:19]([O:21][C:22](=[O:51])[CH2:23][C:24]1([CH2:27][CH2:28][CH:29](/[CH:42]=[CH:43]/[C:44]2[CH:49]=[CH:48][CH:47]=[CH:46][C:45]=2[OH:50])[CH2:30][CH2:31][C:32]2[CH:41]=[CH:40][C:35]([C:36]([O:38][CH3:39])=[O:37])=[CH:34][CH:33]=2)[CH2:26][CH2:25]1)[CH3:20]>C(#N)C>[C:1]([C:5]1[CH:12]=[CH:11][C:8]([CH2:9][O:50][C:45]2[CH:46]=[CH:47][CH:48]=[CH:49][C:44]=2/[CH:43]=[CH:42]/[CH:29]([CH2:28][CH2:27][C:24]2([CH2:23][C:22]([O:21][CH2:19][CH3:20])=[O:51])[CH2:25][CH2:26]2)[CH2:30][CH2:31][C:32]2[CH:33]=[CH:34][C:35]([C:36]([O:38][CH3:39])=[O:37])=[CH:40][CH:41]=2)=[CH:7][CH:6]=1)([CH3:4])([CH3:3])[CH3:2] |f:1.2.3|. Starting materials: C(C)(C)(C)C1=CC=C(CBr)C=C1 (4-(tert-butyl)benzyl bromide), C([O-])([O-])=O.[K+].[K+] (potassium carbonate), C(C)OC(CC1(CC1)CCC(CCC1=CC=C(C(=O)OC)C=C1)\C=C\C1=C(C=CC=C1)O)=O (methyl 4-[(4E)-3-{2-[1-(2-ethoxy-2-oxoethyl)cyclopropyl]ethyl}-5-(2-hydroxyphenyl)pent-4-en-1-yl]benzoate). Solvent: C(C)#N (acetonitrile).